This data is from the Open Reaction Database (ORD), a public repository of structured organic reaction records. The task is: describe an organic reaction: reactants, conditions, products, and yield Starting materials: ClC=1C=C(CN)C=CC1Cl (3,4-dichlorobenzylamine), ClC=1N=C(C2=C(N1)SC(=C2)C(F)(F)F)Cl (2,4-dichloro-6-trifluoromethyl-thieno-[2,3-d]-pyrimidine). The product is ClC=1N=C(C2=C(N1)SC(=C2)C(F)(F)F)NCC2=CC(=C(C=C2)Cl)Cl (2-chloro-6-trifluoromethyl-4-(3,4-dichlorobenzylamino)-thieno-[2,3-d]-pyrimidine). RXN SMILES: [Cl:1][C:2]1[CH:3]=[C:4]([CH:7]=[CH:8][C:9]=1[Cl:10])[CH2:5][NH2:6].[Cl:11][C:12]1[N:13]=[C:14](Cl)[C:15]2[CH:20]=[C:19]([C:21]([F:24])([F:23])[F:22])[S:18][C:16]=2[N:17]=1>>[Cl:11][C:12]1[N:13]=[C:14]([NH:6][CH2:5][C:4]2[CH:7]=[CH:8][C:9]([Cl:10])=[C:2]([Cl:1])[CH:3]=2)[C:15]2[CH:20]=[C:19]([C:21]([F:23])([F:24])[F:22])[S:18][C:16]=2[N:17]=1. Reported procedure: Following the procedure of Example 1, the reaction of 3,4-dichlorobenzylamine with 2,4-dichloro-6-trifluoromethyl-thieno-[2,3-d]-pyrimidine yields 2-chloro-6-trifluoromethyl-4-(3,4-dichlorobenzylamino)-thieno-[2,3-d]-pyrimidine. Procedure details: 2-Fluorobenzonitrile (1.21 g, 1.00 mmol) was dissolved in acetonitrile (50 ml), and morpholine (33 ml, 377 mmol) was added thereto followed by stirring at 110° C. for 2 nights. After the reaction was completed, the reaction mixture was concentrated to give oily substances which were then purified by silica gel chromatography (eluent: chloroform) to give the title compound (1.80 g, 95%) as oily substances. As a reaction SMILES: F[C:2]1[CH:9]=[CH:8][CH:7]=[CH:6][C:3]=1[C:4]#[N:5].[NH:10]1[CH2:15][CH2:14][O:13][CH2:12][CH2:11]1>C(#N)C>[O:13]1[CH2:14][CH2:15][N:10]([C:2]2[CH:9]=[CH:8][CH:7]=[CH:6][C:3]=2[C:4]#[N:5])[CH2:11][CH2:12]1. Run in C(C)#N (acetonitrile). Product: O1CCN(CC1)C1=C(C#N)C=CC=C1 (2-Morpholinobenzonitrile). Isolated yield 956.3%. Conditions: temperature 110 celsius. Starting materials: FC1=C(C#N)C=CC=C1 (2-Fluorobenzonitrile), N1CCOCC1 (morpholine). Reaction SMILES: [C:5](=[O:6])=[O:7].[CH3:1][C:2](=[O:3])[CH3:4].[Cl-:37].[Cl:10][c:11]1[c:12]([CH:26]([C:27](=[O:28])[Cl:29])[c:30]2[cH:31][cH:32][c:33]([Cl:36])[cH:34][cH:35]2)[c:13]([Cl:25])[cH:14][c:15](-[n:17]2[n:18][cH:19][c:20](=[O:24])[nH:21][c:22]2=[O:23])[cH:16]1.[Cu:45][I:46].[Li:8][CH3:9].[NH4+:38].[O:39]([CH2:40][CH3:41])[CH2:42][CH3:43].[O:47]1[CH2:48][CH2:49][CH2:50][CH2:51]1.[OH2:44]>>[CH3:1][C:27]([CH:26]([c:12]1[c:11]([Cl:10])[cH:16][c:15](-[n:17]2[n:18][cH:19][c:20](=[O:24])[nH:21][c:22]2=[O:23])[cH:14][c:13]1[Cl:25])[c:30]1[cH:31][cH:32][c:33]([Cl:36])[cH:34][cH:35]1)=[O:28]. Yields the product CC(=O)C(c1ccc(Cl)cc1)c1c(Cl)cc(-n2ncc(=O)[nH]c2=O)cc1Cl. Reactants: O=C=O, CC(C)=O, [Cl-], O=C(Cl)C(c1ccc(Cl)cc1)c1c(Cl)cc(-n2ncc(=O)[nH]c2=O)cc1Cl, [Cu]I, [Li]C, [NH4+], CCOCC, C1CCOC1, O. The reactants are CCOC(=O)CC(CCCN1C(=O)C(NCc2ccc3c(n2)NCCC3)CC1C)c1ccc(OC)nc1, [Li+], C1CCOC1, [OH-], O, O. The product is COc1ccc(C(CCCN2C(=O)C(NCc3ccc4c(n3)NCCC4)CC2C)CC(=O)O)cn1. RXN SMILES: [CH2:1]([CH3:2])[O:3][C:4]([CH2:5][CH:6]([CH2:7][CH2:8][CH2:9][N:10]1[C:11](=[O:28])[CH:12]([NH:16][CH2:17][c:18]2[n:19][c:20]3[c:25]([cH:26][cH:27]2)[CH2:24][CH2:23][CH2:22][NH:21]3)[CH2:13][CH:14]1[CH3:15])[c:29]1[cH:30][n:31][c:32]([O:35][CH3:36])[cH:33][cH:34]1)=[O:37].[Li+:40].[O:41]1[CH2:42][CH2:43][CH2:44][CH2:45]1.[OH-:39].[OH2:38].[OH2:46]>>[O:3]=[C:4]([CH2:5][CH:6]([CH2:7][CH2:8][CH2:9][N:10]1[C:11](=[O:28])[CH:12]([NH:16][CH2:17][c:18]2[n:19][c:20]3[c:25]([cH:26][cH:27]2)[CH2:24][CH2:23][CH2:22][NH:21]3)[CH2:13][CH:14]1[CH3:15])[c:29]1[cH:30][n:31][c:32]([O:35][CH3:36])[cH:33][cH:34]1)[OH:37]. Starting materials: O=C(OOC(=O)c1ccccc1)c1ccccc1, Cc1oc(=O)oc1C, ClC(Cl)(Cl)Cl, O=C1CCC(=O)N1Br. Yields the product Cc1oc(=O)oc1CBr. Reaction SMILES: [C:17]([O:18][O:19][C:20](=[O:21])[c:22]1[cH:23][cH:24][cH:25][cH:26][cH:27]1)(=[O:28])[c:29]1[cH:30][cH:31][cH:32][cH:33][cH:34]1.[CH3:1][c:2]1[o:3][c:4](=[O:8])[o:5][c:6]1[CH3:7].[Cl:35][C:36]([Cl:37])([Cl:38])[Cl:39].[O:9]=[C:10]1[N:11]([Br:16])[C:12](=[O:13])[CH2:14][CH2:15]1>>[CH2:1]([c:2]1[o:3][c:4](=[O:8])[o:5][c:6]1[CH3:7])[Br:16].